Dataset: the Open Reaction Database (ORD), a public repository of structured organic reaction records. Task: describe an organic reaction: reactants, conditions, products, and yield Reactants: [BH3-]C#N, CC(=O)O, CC(C)=O, CO, O=C(Nc1ccc(F)cn1)c1cc(Cl)ccc1NCC1CCNCC1, [Na+]. The product is CC(C)N1CCC(CNc2ccc(Cl)cc2C(=O)Nc2ccc(F)cn2)CC1. Reaction SMILES: [C:26]([BH3-:27])#[N:28].[C:34]([OH:35])(=[O:36])[CH3:37].[CH3:30][C:31]([CH3:32])=[O:33].[CH3:38][OH:39].[Cl:1][c:2]1[cH:3][cH:4][c:5]([NH:18][CH2:19][CH:20]2[CH2:21][CH2:22][NH:23][CH2:24][CH2:25]2)[c:6]([C:7](=[O:8])[NH:9][c:10]2[n:11][cH:12][c:13]([F:16])[cH:14][cH:15]2)[cH:17]1.[Na+:29]>>[Cl:1][c:2]1[cH:3][cH:4][c:5]([NH:18][CH2:19][CH:20]2[CH2:21][CH2:22][N:23]([CH:31]([CH3:30])[CH3:32])[CH2:24][CH2:25]2)[c:6]([C:7](=[O:8])[NH:9][c:10]2[n:11][cH:12][c:13]([F:16])[cH:14][cH:15]2)[cH:17]1. The reactants are [BH4-], CO, Cl, O=C(Nc1ccc(C(=O)c2ccc(F)cc2)cn1)NC1C2COc3c(F)ccc(F)c3C21, [Na+], O. The product is O=C(Nc1ccc(C(O)c2ccc(F)cc2)cn1)NC1C2COc3c(F)ccc(F)c3C21. RXN SMILES: [BH4-:33].[CH3:36][OH:37].[ClH:35].[F:1][c:2]1[cH:3][cH:4][c:5]([F:32])[c:6]2[c:11]1[O:10][CH2:9][CH:8]1[CH:7]2[CH:12]1[NH:13][C:14](=[O:15])[NH:16][c:17]1[n:18][cH:19][c:20]([C:23]([c:24]2[cH:25][cH:26][c:27]([F:30])[cH:28][cH:29]2)=[O:31])[cH:21][cH:22]1.[Na+:34].[OH2:38]>>[F:1][c:2]1[cH:3][cH:4][c:5]([F:32])[c:6]2[c:11]1[O:10][CH2:9][CH:8]1[CH:7]2[CH:12]1[NH:13][C:14](=[O:15])[NH:16][c:17]1[n:18][cH:19][c:20]([CH:23]([c:24]2[cH:25][cH:26][c:27]([F:30])[cH:28][cH:29]2)[OH:31])[cH:21][cH:22]1. Starting materials: C1CCOC1, COC(=O)C1(C(=O)[O-])CC1, CCOC(C)=O, CCN(C(C)C)C(C)C, O=C(Cl)C(=O)Cl, [K+], Nc1ccccc1O, CN(C)C=O. Product: COC(=O)C1(C(=O)Nc2ccccc2O)CC1. RXN SMILES: [CH2:35]1[O:36][CH2:37][CH2:38][CH2:39]1.[CH3:1][O:2][C:3](=[O:4])[C:5]1([C:8](=[O:9])[O-:10])[CH2:6][CH2:7]1.[CH3:40][CH2:41][O:42][C:43](=[O:44])[CH3:45].[CH:18]([N:19]([CH2:20][CH3:21])[CH:22]([CH3:23])[CH3:24])([CH3:25])[CH3:26].[Cl:12][C:13]([C:14]([Cl:15])=[O:16])=[O:17].[K+:11].[NH2:27][c:28]1[cH:29][cH:30][cH:31][cH:32][c:33]1[OH:34].[O:46]=[CH:47][N:48]([CH3:49])[CH3:50]>>[CH3:1][O:2][C:3](=[O:4])[C:5]1([C:8](=[O:10])[NH:27][c:28]2[cH:29][cH:30][cH:31][cH:32][c:33]2[OH:34])[CH2:6][CH2:7]1. Reaction SMILES: [C:1]([CH3:2])(=[O:3])[O:4][CH:5]1[CH2:6][CH:7]2[CH2:8][CH2:9][CH:10]3[CH:11]4[CH2:12][CH2:13][CH:14]([CH:15]([CH2:16][CH2:17][C:18]([OH:19])=[O:20])[CH3:21])[C:22]4([CH3:30])[CH2:23][CH2:24][CH:25]3[C:26]2([CH3:29])[CH2:27][CH2:28]1.[S:31]([Cl:32])([Cl:33])=[O:34].[cH:35]1[cH:36][cH:37][cH:38][cH:39][cH:40]1>>[C:1]([CH3:2])(=[O:3])[O:4][CH:5]1[CH2:6][CH:7]2[CH2:8][CH2:9][CH:10]3[CH:11]4[CH2:12][CH2:13][CH:14]([CH:15]([CH2:16][CH2:17][CH2:18][Cl:33])[CH3:21])[C:22]4([CH3:30])[CH2:23][CH2:24][CH:25]3[C:26]2([CH3:29])[CH2:27][CH2:28]1. Yields the product CC(=O)OC1CCC2(C)C(CCC3C2CCC2(C)C(C(C)CCCCl)CCC32)C1. Reactants: CC(=O)OC1CCC2(C)C(CCC3C2CCC2(C)C(C(C)CCC(=O)O)CCC32)C1, O=S(Cl)Cl, c1ccccc1. The reactants are CC(=O)O[BH-](OC(C)=O)OC(C)=O, CCCCOC(C)Oc1ccc(-c2ccc3c(c2)C=C(C(=O)OC)CCN3)cc1, O=Cc1ccco1, ClCCCl, [Na+], O. Product: CCCCOC(C)Oc1ccc(-c2ccc3c(c2)C=C(C(=O)OC)CCN3Cc2ccco2)cc1. As a reaction SMILES: [C:37]([O:38][BH-:39]([O:40][C:41](=[O:42])[CH3:43])[O:44][C:45](=[O:46])[CH3:47])(=[O:48])[CH3:49].[CH2:1]([CH2:2][CH2:3][CH3:4])[O:5][CH:6]([CH3:7])[O:8][c:9]1[cH:10][cH:11][c:12](-[c:15]2[cH:16][cH:17][c:18]3[c:19]([cH:29]2)[CH:20]=[C:21]([C:25](=[O:26])[O:27][CH3:28])[CH2:22][CH2:23][NH:24]3)[cH:13][cH:14]1.[CH:30]([c:31]1[cH:32][cH:33][cH:34][o:35]1)=[O:36].[Cl:52][CH2:53][CH2:54][Cl:55].[Na+:50].[OH2:51]>>[CH2:1]([CH2:2][CH2:3][CH3:4])[O:5][CH:6]([CH3:7])[O:8][c:9]1[cH:10][cH:11][c:12](-[c:15]2[cH:16][cH:17][c:18]3[c:19]([cH:29]2)[CH:20]=[C:21]([C:25](=[O:26])[O:27][CH3:28])[CH2:22][CH2:23][N:24]3[CH2:30][c:31]2[cH:32][cH:33][cH:34][o:35]2)[cH:13][cH:14]1. Starting materials: COc1cccc(CNC(=O)C(NC(=O)C(CC(C)C)NOCc2ccccc2)C(=O)O)c1, C(=NC1CCCCC1)=NC1CCCCC1, C1COCCO1, O=C1CCC(=O)N1O. Product: COc1cccc(CNC(=O)C2NC(=O)C(CC(C)C)N(OCc3ccccc3)C2=O)c1. Reaction SMILES: [CH2:16]([c:17]1[cH:18][cH:19][cH:20][cH:21][cH:22]1)[O:23][NH:24][CH:25]([CH2:26][CH:27]([CH3:28])[CH3:29])[C:30](=[O:31])[NH:32][CH:33]([C:34](=[O:35])[OH:36])[C:37]([NH:38][CH2:39][c:40]1[cH:41][c:42]([O:46][CH3:47])[cH:43][cH:44][cH:45]1)=[O:48].[CH:1]1([N:2]=[C:3]=[N:4][CH:5]2[CH2:6][CH2:7][CH2:8][CH2:9][CH2:10]2)[CH2:11][CH2:12][CH2:13][CH2:14][CH2:15]1.[O:57]1[CH2:58][CH2:59][O:60][CH2:61][CH2:62]1.[OH:49][N:50]1[C:51](=[O:52])[CH2:53][CH2:54][C:55]1=[O:56]>>[CH2:16]([c:17]1[cH:18][cH:19][cH:20][cH:21][cH:22]1)[O:23][N:24]1[CH:25]([CH2:26][CH:27]([CH3:28])[CH3:29])[C:30](=[O:31])[NH:32][CH:33]([C:37]([NH:38][CH2:39][c:40]2[cH:41][c:42]([O:46][CH3:47])[cH:43][cH:44][cH:45]2)=[O:48])[C:34]1=[O:35]. The reactants are C1(=CC=CCC1)C(=O)O (1,3-cyclohexadiene-1-carboxylic acid), N(CCO)CCO (diethanolamine). The product is OCCN(C(=O)C1=CC=CCC1)CCO (1,3-cyclohexadiene-1-carboxylic acid N,N-bis (2-hydroxyethyl)amide). As a reaction SMILES: [C:1]1([C:7]([OH:9])=O)[CH2:6][CH2:5][CH:4]=[CH:3][CH:2]=1.[NH:10]([CH2:14][CH2:15][OH:16])[CH2:11][CH2:12][OH:13]>>[OH:13][CH2:12][CH2:11][N:10]([CH2:14][CH2:15][OH:16])[C:7]([C:1]1[CH2:6][CH2:5][CH:4]=[CH:3][CH:2]=1)=[O:9]. Procedure details: Using the same procedures as those in Example 5 as well as 1,3-cyclohexadiene-1-carboxylic acid and diethanolamine as a starting material, there was obtained 1,3-cyclohexadiene-1-carboxylic acid N,N-bis (2-hydroxyethyl)amide.